Dataset: the Open Reaction Database (ORD), a public repository of structured organic reaction records. Task: describe an organic reaction: reactants, conditions, products, and yield The reactants are CC(C)(C)O, ClCCl, Oc1ccc(F)cc1, O=S(=O)(O)O. The product is CC(C)(C)c1cc(F)ccc1O. RXN SMILES: [CH3:9][C:10]([CH3:11])([CH3:12])[OH:13].[Cl:19][CH2:20][Cl:21].[F:1][c:2]1[cH:3][cH:4][c:5]([OH:8])[cH:6][cH:7]1.[S:14](=[O:15])(=[O:16])([OH:17])[OH:18]>>[F:1][c:2]1[cH:3][cH:4][c:5]([OH:8])[c:6]([C:10]([CH3:9])([CH3:11])[CH3:12])[cH:7]1. Starting materials: C(C)(C)(C)OC(=O)NC=1C=C(C(=O)OCC#N)C=CC1 (cyanomethyl 3-(t-butyloxycarbonylamino)benzoate), C(C1=CC=CC=C1)O (benzyl alcohol). The reagents and catalysts are CN(C1=CC=NC=C1)C (4-dimethylaminopyridine). The solvent is C(C)N(CC)CC (triethylamine). Reaction conditions: temperature 55 celsius, time 15 hour. The product is C(C)(C)(C)OC(=O)NC=1C=C(C(=O)OCC2=CC=CC=C2)C=CC1 (benzyl 3-(t-butyloxycarbonylamino)benzoate). Yield: 92.8%. RXN SMILES: [C:1]([O:5][C:6]([NH:8][C:9]1[CH:10]=[C:11]([CH:18]=[CH:19][CH:20]=1)[C:12]([O:14][CH2:15][C:16]#N)=[O:13])=[O:7])([CH3:4])([CH3:3])[CH3:2].C(O)[C:22]1[CH:27]=[CH:26]C=[CH:24][CH:23]=1>CN(C)C1C=CN=CC=1.C(N(CC)CC)C>[C:1]([O:5][C:6]([NH:8][C:9]1[CH:10]=[C:11]([CH:18]=[CH:19][CH:20]=1)[C:12]([O:14][CH2:15][C:16]1[CH:26]=[CH:27][CH:22]=[CH:23][CH:24]=1)=[O:13])=[O:7])([CH3:4])([CH3:3])[CH3:2]. Reported procedure: A mixture of cyanomethyl 3-(t-butyloxycarbonylamino)benzoate (20 g), triethylamine (10.6 g), 4-dimethylaminopyridine (0.1 g) and benzyl alcohol (11.4 g) is stirred at a bath temperature of 55° C. for 15 hours. The reaction mixture is extracted with ethyl acetate (200 ml), and the extract is washed with water, and ethyl acetate is distilled off under reduced pressure. The residue is recrystallized from 80% aqueous acetonitrile solution to give the title compound (22.0 g, 93%) as white short needl... The reactants are BrCCOCCN1S(N(C2=C1C=CC=C2)C2=C(C=CC=C2F)F)(=O)=O (1-[2-(2-bromoethoxy)ethyl]-3-(2,6-difluorophenyl)-1,3-dihydro-2,1,3-benzothiadiazole 2,2-dioxide), C1(CC1)N (cyclopropylamine). The solvent is CO (methanol). Product: FC1=C(C(=CC=C1)F)N1S(N(C2=C1C=CC=C2)CCOCCNC2CC2)(=O)=O (N-(2-{2-[3-(2,6-difluorophenyl)-2,2-dioxido-2,1,3-benzothiadiazol-1(3H)-yl]ethoxy}ethyl)cyclopropanamine). Reaction SMILES: Br[CH2:2][CH2:3][O:4][CH2:5][CH2:6][N:7]1[C:11]2[CH:12]=[CH:13][CH:14]=[CH:15][C:10]=2[N:9]([C:16]2[C:21]([F:22])=[CH:20][CH:19]=[CH:18][C:17]=2[F:23])[S:8]1(=[O:25])=[O:24].[CH:26]1([NH2:29])[CH2:28][CH2:27]1>CO>[F:23][C:17]1[CH:18]=[CH:19][CH:20]=[C:21]([F:22])[C:16]=1[N:9]1[C:10]2[CH:15]=[CH:14][CH:13]=[CH:12][C:11]=2[N:7]([CH2:6][CH2:5][O:4][CH2:3][CH2:2][NH:29][CH:26]2[CH2:28][CH2:27]2)[S:8]1(=[O:25])=[O:24]. Reported procedure: In an analogous manner to general procedure V, 1-[2-(2-bromoethoxy)ethyl]-3-(2,6-difluorophenyl)-1,3-dihydro-2,1,3-benzothiadiazole 2,2-dioxide (0.1 g, 0.23 mmol) was treated with cyclopropylamine (0.64 mL, 9.2 mmol) in methanol to give N-(2-{2-[3-(2,6-difluorophenyl)-2,2-dioxido-2,1,3-benzothiadiazol-1(3H)-yl]ethoxy}ethyl)cyclopropanamine which was treated with 1N hydrochloric acid in ether to give its hydrochloride salt as a white solid (0.63 g, 57%). HRMS: calcd for C19H21F2N3O3S+H+, 410.1344... Reactants: [Na] (sodium), C(C)O (ethanol), C1(=CC=CC=C1)C=1N=C(NC1C1=CC=CC=C1)S (4,5-diphenyl-2-mercaptoimidazole), C(C)(C)(C)C=1C=C(C(CBr)=O)C=C(C1)C(C)(C)C (3,5-di-tert-butylphenacyl bromide). Product: C(C)(C)(C)C=1C=C(C=C(C1O)C(C)(C)C)C=1N2C(SC1)=NC(=C2C2=CC=CC=C2)C2=CC=CC=C2 (3-(3,5-di-tert-butyl-4-hydroxyphenyl)-5,6-diphenyl imidazo[2,1-b]thiazole). RXN SMILES: [Na].[C:2]1([C:8]2[N:9]=[C:10]([SH:19])[NH:11][C:12]=2[C:13]2[CH:18]=[CH:17][CH:16]=[CH:15][CH:14]=2)[CH:7]=[CH:6][CH:5]=[CH:4][CH:3]=1.[C:20]([C:24]1[CH:25]=[C:26]([CH:31]=[C:32]([C:34]([CH3:37])([CH3:36])[CH3:35])[CH:33]=1)[C:27](=O)[CH2:28]Br)([CH3:23])([CH3:22])[CH3:21].C([OH:40])C>>[C:20]([C:24]1[CH:25]=[C:26]([C:27]2[N:9]3[C:8]([C:2]4[CH:3]=[CH:4][CH:5]=[CH:6][CH:7]=4)=[C:12]([C:13]4[CH:14]=[CH:15][CH:16]=[CH:17][CH:18]=4)[N:11]=[C:10]3[S:19][CH:28]=2)[CH:31]=[C:32]([C:34]([CH3:37])([CH3:36])[CH3:35])[C:33]=1[OH:40])([CH3:23])([CH3:22])[CH3:21] |^1:0|. Reported procedure: In 20 ml of ethanol was dissolved 0.11 g of metallic sodium and after adding 1 g of 4,5-diphenyl-2-mercaptoimidazole to the solution followed by stirring several minutes, 1 g of 3,5-di-tert-butylphenacyl bromide was added thereto followed by stirring for one hour at room temperature. The reaction mixture was concentrated udner reduced pressure and then water was added to the residue. The crystals thus formed were recovered by filtration, dried, dissolved in 20 ml of phosphorus oxychloride, and t...